From a dataset of the Open Reaction Database (ORD), a public repository of structured organic reaction records. describe an organic reaction: reactants, conditions, products, and yield Starting materials: NC=1N=NC=CC1 (3-aminopyridazine), C[Si](C)(C)[N-][Si](C)(C)C.[Na+] (NaHMDS), ClC1=NC(=NC(=N1)N1CCOCC1)N1C(=NC2=C1C=CC=C2)C(F)F (1-[4-chloro-6-(4-morpholinyl)-1,3,5-triazin-2-yl]-2-(difluoromethyl)-1H-benzimidazole). Solvent: C1CCOC1 (THF), C1CCOC1 (THF), C(C)(=O)O (acetic acid), O (water). Conditions: time 15 minute. Product: FC(C1=NC2=C(N1C1=NC(=NC(=N1)N1CCOCC1)NC=1N=NC=CC1)C=CC=C2)F (4-[2-(difluoromethyl)-1H-benzimidazol-1-yl]-6-(4-morpholinyl)-N-(3-pyridazinyl)-1,3,5-triazin-2-amine). Isolated yield 18.2%. As a reaction SMILES: [NH2:1][C:2]1[N:3]=[N:4][CH:5]=[CH:6][CH:7]=1.C[Si]([N-][Si](C)(C)C)(C)C.[Na+].Cl[C:19]1[N:24]=[C:23]([N:25]2[CH2:30][CH2:29][O:28][CH2:27][CH2:26]2)[N:22]=[C:21]([N:31]2[C:35]3[CH:36]=[CH:37][CH:38]=[CH:39][C:34]=3[N:33]=[C:32]2[CH:40]([F:42])[F:41])[N:20]=1>C1COCC1.C(O)(=O)C.O>[F:42][CH:40]([F:41])[C:32]1[N:31]([C:21]2[N:22]=[C:23]([N:25]3[CH2:26][CH2:27][O:28][CH2:29][CH2:30]3)[N:24]=[C:19]([NH:1][C:2]3[N:3]=[N:4][CH:5]=[CH:6][CH:7]=3)[N:20]=2)[C:35]2[CH:36]=[CH:37][CH:38]=[CH:39][C:34]=2[N:33]=1 |f:1.2|. Procedure details: To a solution of 0.159 g (1.67 mmol) of 3-aminopyridazine in THF (3 mL) at 0° C. was added 0.93 mL of NaHMDS (2 M solution in THF), and the mixture was stirred for 15 min. A solution of 0.317 g (0.84 mmol) of 1-[4-chloro-6-(4-morpholinyl)-1,3,5-triazin-2-yl]-2-(difluoromethyl)-1H-benzimidazole in THF (6 mL) was added and the resulting mixture was stirred for 1 hr at RT. After neutralization with acetic acid, the mixture was diluted with water and extracted with EtOAc. The organic layer was washe... The reactants are CC(C)(C)OC(=O)NCc1ccc(C(=O)O)cc1Cl, CN(C)c1ccncc1, CCN(C(C)C)C(C)C, Cn1ncc2c1Nc1cc(Cl)ccc1NC2, ClCCl. Product: Cn1ncc2c1Nc1cc(Cl)ccc1N(C(=O)c1ccc(CNC(=O)OC(C)(C)C)c(Cl)c1)C2. RXN SMILES: [C:1]([CH3:2])([CH3:3])([CH3:4])[O:5][C:6](=[O:7])[NH:8][CH2:9][c:10]1[c:11]([Cl:19])[cH:12][c:13]([C:14](=[O:15])[OH:16])[cH:17][cH:18]1.[CH3:48][N:49]([c:50]1[cH:51][cH:52][n:53][cH:54][cH:55]1)[CH3:56].[CH:20]([N:21]([CH2:22][CH3:23])[CH:24]([CH3:25])[CH3:26])([CH3:27])[CH3:28].[Cl:29][c:30]1[cH:31][cH:32][c:33]2[c:34]([cH:44]1)[NH:35][c:36]1[n:37]([CH3:43])[n:38][cH:39][c:40]1[CH2:41][NH:42]2.[Cl:45][CH2:46][Cl:47]>>[C:1]([CH3:2])([CH3:3])([CH3:4])[O:5][C:6](=[O:7])[NH:8][CH2:9][c:10]1[c:11]([Cl:19])[cH:12][c:13]([C:14](=[O:16])[N:42]2[c:33]3[cH:32][cH:31][c:30]([Cl:29])[cH:44][c:34]3[NH:35][c:36]3[n:37]([CH3:43])[n:38][cH:39][c:40]3[CH2:41]2)[cH:17][cH:18]1. Reactants: OCC=1N=CN(C1)C1=C(C=C(C=C1)/C=C/C(=O)NC1CCC2=CC=CC=C12)OC ((E)-3-(4-(4-hydroxymethyl-1H-imidazol-1-yl)-3-methoxyphenyl)-N-indan-1-ylacrylamide). The reagents and catalysts are [O-2].[O-2].[Mn+4] (manganese dioxide). Solvent: C(Cl)(Cl)Cl (chloroform). Run at time 8 hour. The product is C(=O)C=1N=CN(C1)C1=C(C=C(C=C1)/C=C/C(=O)NC1CCC2=CC=CC=C12)OC ((E)-3-[4-(4-formyl-1H-imidazol-1-yl)3-methoxyphenyl]-N-indan-1-ylacrylamide). The yield is 201.0%. Reaction SMILES: [OH:1][CH2:2][C:3]1[N:4]=[CH:5][N:6]([C:8]2[CH:13]=[CH:12][C:11](/[CH:14]=[CH:15]/[C:16]([NH:18][CH:19]3[C:27]4[C:22](=[CH:23][CH:24]=[CH:25][CH:26]=4)[CH2:21][CH2:20]3)=[O:17])=[CH:10][C:9]=2[O:28][CH3:29])[CH:7]=1>[O-2].[O-2].[Mn+4].C(Cl)(Cl)Cl>[CH:2]([C:3]1[N:4]=[CH:5][N:6]([C:8]2[CH:13]=[CH:12][C:11](/[CH:14]=[CH:15]/[C:16]([NH:18][CH:19]3[C:27]4[C:22](=[CH:23][CH:24]=[CH:25][CH:26]=4)[CH2:21][CH2:20]3)=[O:17])=[CH:10][C:9]=2[O:28][CH3:29])[CH:7]=1)=[O:1] |f:1.2.3|. Reported procedure: To a chloroform (5 mL) solution of (E)-3-(4-(4-hydroxymethyl-1H-imidazol-1-yl)-3-methoxyphenyl)-N-indan-1-ylacrylamide (15 mg) obtained in Example 45, activated manganese dioxide (280 mg) was added, and the reaction mixture was agitated at room temperature overnight. The reaction solution was filtered through a filter paper and the filtrate was concentrated under reduced pressure. The residue was purified by silica gel column chromatography (elution solvent: ethyl acetate), and 30 mg of the titl... Reactants: CS(=O)(=O)NC1=CC2=C(NC(=NS2(=O)=O)CC(=O)O)C=C1 ((7-Methanesulfonylamino-1,1-dioxo-1,4-dihydro-1λ6-benzo[1,2,4]thiadiazin-3-yl)-acetic acid), Cl.CN(CCCN=C=NCC)C (1-(3-dimethylaminopropyl)-3-ethylcarbodiimide hydrochloride), CN1CCOCC1 (N-methylmorpholine), C(C)OC(=O)C1C(CCC1)NC(C)C (2-Isopropylamino-cyclopentanecarboxylic acid ethyl ester), Cl (hydrochloric acid). Solvent: CN(C=O)C (N,N-dimethylformamide). Conditions: temperature 25 celsius, time 5 hour. Product: crude product, C(C)OC(=O)C1C(CCC1)N(C(CC1=NS(C2=C(N1)C=CC(=C2)NS(=O)(=O)C)(=O)=O)=O)C(C)C (2-{isopropyl-[2-(7-methanesulfonylamino-1,1-dioxo-1,4-dihydro-1λ6-benzo[1,2,4]thiadiazin-3-yl)-acetyl]-amino}-cyclopentanecarboxylic acid ethyl ester). As a reaction SMILES: [CH3:1][S:2]([NH:5][C:6]1[CH:21]=[CH:20][C:9]2[NH:10][C:11]([CH2:16][C:17]([OH:19])=O)=[N:12][S:13](=[O:15])(=[O:14])[C:8]=2[CH:7]=1)(=[O:4])=[O:3].[CH2:22]([O:24][C:25]([CH:27]1[CH2:31][CH2:30][CH2:29][CH:28]1[NH:32][CH:33]([CH3:35])[CH3:34])=[O:26])[CH3:23].Cl.CN(C)CCCN=C=NCC.CN1CCOCC1.Cl>CN(C)C=O>[CH2:22]([O:24][C:25]([CH:27]1[CH2:31][CH2:30][CH2:29][CH:28]1[N:32]([CH:33]([CH3:34])[CH3:35])[C:17](=[O:19])[CH2:16][C:11]1[NH:10][C:9]2[CH:20]=[CH:21][C:6]([NH:5][S:2]([CH3:1])(=[O:3])=[O:4])=[CH:7][C:8]=2[S:13](=[O:14])(=[O:15])[N:12]=1)=[O:26])[CH3:23] |f:2.3|. Reported procedure: (7-Methanesulfonylamino-1,1-dioxo-1,4-dihydro-1λ6-benzo[1,2,4]thiadiazin-3-yl)-acetic acid (prepared as described in Example 1j, 0.1665 g, 0.5 mmol) was dissolved in anhydrous N,N-dimethylformamide (3 mL). 2-Isopropylamino-cyclopentanecarboxylic acid ethyl ester (0.0996 g, 0.5 mmol) was added followed by 1-(3-dimethylaminopropyl)-3-ethylcarbodiimide hydrochloride (0.1003 g, 0.525 mmol). Then N-methylmorpholine (115 μL, 1.05 mmol) was added. The mixture was stirred at 25° C. for 5 h. The solution... The reactants are 0.8556, undeca-1,3trans,5cis-triene, undeca-1,3trans,5trans-triene, [PH4+] (phosphonium), CCOCC (ether), solution, C(CCC)[Li] (butyllithium). Solvent: CCCCCC (hexane). Product: [Li]CCCC.CCOCC (BuLi Et2O). RXN SMILES: [PH4+].[CH2:2]([Li:6])[CH2:3][CH2:4][CH3:5].[CH3:7][CH2:8][O:9][CH2:10][CH3:11]>CCCCCC>[Li:6][CH2:2][CH2:3][CH2:4][CH3:5].[CH3:7][CH2:8][O:9][CH2:10][CH3:11] |f:4.5|. Procedure: To a suspension of 2.86 g (7 mM) of the phosphonium salt, prepared as indicated above in a finely divided powder form, in 20 ml of anhydrous ether, 5 ml (7 mM) of a 1.6 N solution of butyllithium in hexane were added under argon atmosphere. To the thus obtained red solution, 0.855 ml (7 mM) of hexanal, previously distilled, were added dropwise and the mixture was kept at reflux temperature during 1 h, whereupon it was poured into water. After extracted with pentane, washing with water of the sep... Reactants: CC(C)(C)[O-].[K+] (Potassium tert-butylate), NC1=NC=C(C(=N1)N)CC=1C=C(C=2C=CN(C2C1)C)O (6-(2,4-Diamino-pyrimidin-5-ylmethyl)-1-methyl-1H-indol-4-ol), CC(C)S(=O)(=O)Cl (propane-2-sulfonyl chloride). Solvent: CN(C=O)C (N,N-dimethylformamide). The product is NC1=NC=C(C(=N1)N)CC1=CC(=C2C=CN(C2=C1)C)OS(=O)(=O)C(C)C (Propane-2-sulfonic acid 6-(2,4-diamino-pyrimidin-5-ylmethyl)-1-methyl-1H-indol-4-yl ester). Yield: 37.4%. RXN SMILES: CC([O-])(C)C.[K+].[NH2:7][C:8]1[N:13]=[C:12]([NH2:14])[C:11]([CH2:15][C:16]2[CH:17]=[C:18]([OH:26])[C:19]3[CH:20]=[CH:21][N:22]([CH3:25])[C:23]=3[CH:24]=2)=[CH:10][N:9]=1.[CH3:27][CH:28]([S:30](Cl)(=[O:32])=[O:31])[CH3:29]>CN(C)C=O>[NH2:7][C:8]1[N:13]=[C:12]([NH2:14])[C:11]([CH2:15][C:16]2[CH:24]=[C:23]3[C:19]([CH:20]=[CH:21][N:22]3[CH3:25])=[C:18]([O:26][S:30]([CH:28]([CH3:29])[CH3:27])(=[O:32])=[O:31])[CH:17]=2)=[CH:10][N:9]=1 |f:0.1|. Reported procedure: Potassium tert-butylate (150 mg, 1.31 mmol) was added at 0° C. (ice bath) to a solution of 6-(2,4-diamino-pyrimidin-5-ylmethyl)-1-methyl-1H-indol-4-ol (Example 4; 293 mg, 1.09 mmol) in N,N-dimethylformamide (33 mL). After 30 min the solution was treated with propane-2-sulfonyl chloride (190 mg, 1.31 mmol), and the ice bath was removed. After 2.5 h the reaction mixture was poured into ice water, set to pH 9-10 with 25% aqueous ammonia solution, and extracted with ethyl acetate. The organic layer ... Reactants: C(C)(C)(C)OC(=O)N1CCC(CC1)OC1=NC=CC(=C1)N (4-(4-amino-pyridin-2-yloxy)-piperidine-1-carboxylic acid tert-butyl ester), ClC(COC(NC=1N(N=C(C1)C(C)(C)C)C1=CC=C(C=C1)C)=O)(Cl)Cl ((5-tert-butyl-2-p-tolyl-2H-pyrazol-3-yl)-carbamic acid 2,2,2-trichloro-ethyl ester), C(C)(C)N(CC)C(C)C (diisopropylethylamine). Solvent: CS(=O)C (DMSO). Product: C(C)(C)(C)OC(=O)N1CCC(CC1)OC1=NC=CC(=C1)NC(=O)NC=1N(N=C(C1)C(C)(C)C)C1=CC=C(C=C1)C (4-{4-[3-(5-tert-butyl-2-p-tolyl-2H-pyrazol-3-yl)-ureido]-pyridin-2-yloxy}-piperidine-1-carboxylic acid tert-butyl ester). Yield: 46.9%. As a reaction SMILES: [C:1]([O:5][C:6]([N:8]1[CH2:13][CH2:12][CH:11]([O:14][C:15]2[CH:20]=[C:19]([NH2:21])[CH:18]=[CH:17][N:16]=2)[CH2:10][CH2:9]1)=[O:7])([CH3:4])([CH3:3])[CH3:2].ClC(Cl)(Cl)C[O:25][C:26](=O)[NH:27][C:28]1[N:29]([C:37]2[CH:42]=[CH:41][C:40]([CH3:43])=[CH:39][CH:38]=2)[N:30]=[C:31]([C:33]([CH3:36])([CH3:35])[CH3:34])[CH:32]=1.C(N(C(C)C)CC)(C)C>CS(C)=O>[C:1]([O:5][C:6]([N:8]1[CH2:13][CH2:12][CH:11]([O:14][C:15]2[CH:20]=[C:19]([NH:21][C:26]([NH:27][C:28]3[N:29]([C:37]4[CH:42]=[CH:41][C:40]([CH3:43])=[CH:39][CH:38]=4)[N:30]=[C:31]([C:33]([CH3:36])([CH3:35])[CH3:34])[CH:32]=3)=[O:25])[CH:18]=[CH:17][N:16]=2)[CH2:10][CH2:9]1)=[O:7])([CH3:4])([CH3:2])[CH3:3]. Procedure: Heat a solution of 4-(4-amino-pyridin-2-yloxy)-piperidine-1-carboxylic acid tert-butyl ester (Preparation 20, 1 g, 3.41 mmol), (5-tert-butyl-2-p-tolyl-2H-pyrazol-3-yl)-carbamic acid 2,2,2-trichloro-ethyl ester (Preparation 38, 1.38 g, 3.41 mmol), and diisopropylethylamine (1.2 mL, 6.82 mmol) in DMSO (15 mL) at 60° C. for 5 d. Cool the resulting mixture to room temperature and partition between water and ethyl acetate using saturated aq. sodium chloride solution to aid phase separation. Extract t... Reactants: O=C([O-])[O-], CCO, CCOC(=O)c1cc2cc(CCl)ccc2oc1=O, [K+], [K+], Sc1ccccc1. The product is CCOC(=O)c1cc2cc(CSc3ccccc3)ccc2oc1=O. Reaction SMILES: [C:19](=[O:20])([O-:21])[O-:22].[CH3:32][CH2:33][OH:34].[Cl:1][CH2:2][c:3]1[cH:4][cH:5][c:6]2[c:7]([cH:8][c:9]([C:13](=[O:14])[O:15][CH2:16][CH3:17])[c:10](=[O:12])[o:11]2)[cH:18]1.[K+:23].[K+:24].[SH:25][c:26]1[cH:27][cH:28][cH:29][cH:30][cH:31]1>>[CH2:2]([c:3]1[cH:4][cH:5][c:6]2[c:7]([cH:8][c:9]([C:13](=[O:14])[O:15][CH2:16][CH3:17])[c:10](=[O:12])[o:11]2)[cH:18]1)[S:25][c:26]1[cH:27][cH:28][cH:29][cH:30][cH:31]1. Starting materials: CN(C)c1ccccc1CCl, CCO, Cl, Sc1nc2ccccc2[nH]1. The product is CN(C)c1ccccc1CSc1nc2ccccc2[nH]1. As a reaction SMILES: [CH3:12][N:13]([c:14]1[c:15]([CH2:16][Cl:17])[cH:18][cH:19][cH:20][cH:21]1)[CH3:22].[CH3:23][CH2:24][OH:25].[ClH:11].[SH:1][c:2]1[nH:3][c:4]2[c:5]([n:6]1)[cH:7][cH:8][cH:9][cH:10]2>>[S:1]([c:2]1[nH:3][c:4]2[c:5]([n:6]1)[cH:7][cH:8][cH:9][cH:10]2)[CH2:16][c:15]1[c:14]([N:13]([CH3:12])[CH3:22])[cH:21][cH:20][cH:19][cH:18]1. Reactants: C(CCC)C=1N(C2=C(C(=NC=3C=CC=CC23)N)N1)CCCl (2-butyl-1-(2-chloroethyl)-1H-imidazo[4,5-c]quinoline-4-amine), C[S-].[Na+] (sodium thiomethoxide). The product is C(CCC)C=1N(C2=C(C(=NC=3C=CC=CC23)N)N1)CCSC (2-butyl-1-[2-(methylthio)ethyl]-1H-imidazo[4,5-c]quinolin-4-amine). Isolated yield 93.5%. RXN SMILES: [CH2:1]([C:5]1[N:6]([CH2:19][CH2:20]Cl)[C:7]2[C:16]3[CH:15]=[CH:14][CH:13]=[CH:12][C:11]=3[N:10]=[C:9]([NH2:17])[C:8]=2[N:18]=1)[CH2:2][CH2:3][CH3:4].[CH3:22][S-:23].[Na+]>>[CH2:1]([C:5]1[N:6]([CH2:19][CH2:20][S:23][CH3:22])[C:7]2[C:16]3[CH:15]=[CH:14][CH:13]=[CH:12][C:11]=3[N:10]=[C:9]([NH2:17])[C:8]=2[N:18]=1)[CH2:2][CH2:3][CH3:4] |f:1.2|. Procedure: Using the general method of Example 21 Part D, 2-butyl-1-(2-chloroethyl)-1H-imidazo[4,5-c]quinoline-4-amine (1.44 g, 4.76 mmol) was reacted with sodium thiomethoxide (0.42 g of 95%, 5.71 mmol) to provide 1.4 g of 2-butyl-1-[2-(methylthio)ethyl]-1H-imidazo[4,5-c]quinolin-4-amine as an off-white powder.